From a dataset of the Open Reaction Database (ORD), a public repository of structured organic reaction records. describe an organic reaction: reactants, conditions, products, and yield Reactants: C(=CC1=CC=CC=C1)C1=NC=C(C=C1)C(C1=CC=CC=C1)C1=CC=CC=C1 (2-styryl-5-(diphenylmethyl)-pyridine), [Mn](=O)(=O)(=O)[O-].[K+] (potassium permanganate), CC(=O)C (acetone). Run at time 15 hour. The product is C1(=CC=CC=C1)C(C=1C=CC(=NC1)C(=O)O)C1=CC=CC=C1 (5-(Diphenylmethyl)-Picolinic Acid). As a reaction SMILES: C(C1[CH:14]=[CH:13][C:12]([CH:15]([C:22]2[CH:27]=[CH:26][CH:25]=[CH:24][CH:23]=2)[C:16]2[CH:21]=[CH:20][CH:19]=[CH:18][CH:17]=2)=[CH:11][N:10]=1)=CC1C=CC=CC=1.[Mn]([O-])(=O)(=O)=[O:29].[K+].C[C:35]([CH3:37])=[O:36]>>[C:16]1([CH:15]([C:22]2[CH:27]=[CH:26][CH:25]=[CH:24][CH:23]=2)[C:12]2[CH:13]=[CH:14][C:37]([C:35]([OH:29])=[O:36])=[N:10][CH:11]=2)[CH:21]=[CH:20][CH:19]=[CH:18][CH:17]=1 |f:1.2|. Procedure details: A mixture of 8.2 g. 2-styryl-5-(diphenylmethyl)-pyridine and 120 ml. of acetone is cooled to -10° C. and with vigorous stirring 6.66 g. of finely divided potassium permanganate is added slowly, in a portion-wise fashion, over a 1.5 hour period whilst maintaining the temperature below -5° C. Allow the mixture to stand at -15° C. for 15 hours, filter and wash the solids with chloroform and extract three times with 150 ml. of boiling water. Acidify the aqueous extracts with hydrochloric acid and ex... Reactants: C(C)(C)(C)OC(=O)N1[C@@H](C[C@H](C1)OC)C(=O)O ((2S,4R)-4-Methoxy-pyrrolidine-1,2-dicarboxylic acid 1-tert-butyl ester), N1=CC(=CC=C1)CN (3-picolylamine). Product: C(C)(C)(C)OC(=O)N1[C@@H](C[C@H](C1)OC)C(NCC=1C=NC=CC1)=O ((2S,4R)-4-Methoxy-2-[(pyridin-3-ylmethyl)-carbamoyl]-pyrrolidine-1-carboxylic acid tert-butyl ester). As a reaction SMILES: [C:1]([O:5][C:6]([N:8]1[CH2:12][C@H:11]([O:13][CH3:14])[CH2:10][C@H:9]1[C:15]([OH:17])=O)=[O:7])([CH3:4])([CH3:3])[CH3:2].[N:18]1[CH:23]=[CH:22][CH:21]=[C:20]([CH2:24][NH2:25])[CH:19]=1>>[C:1]([O:5][C:6]([N:8]1[CH2:12][C@H:11]([O:13][CH3:14])[CH2:10][C@H:9]1[C:15](=[O:17])[NH:25][CH2:24][C:20]1[CH:19]=[N:18][CH:23]=[CH:22][CH:21]=1)=[O:7])([CH3:2])([CH3:3])[CH3:4]. Procedure details: The title compound is prepared analogously as described in example 14 step B using (2S,4R)-4-Methoxy-pyrrolidine-1,2-dicarboxylic acid 1-tert-butyl ester instead of (S)-Pyrrolidine-1,2-dicarboxylic acid 1-tert-butyl ester and 3-picolylamine instead of 4-methoxyphenethylamine.